From a dataset of the Open Reaction Database (ORD), a public repository of structured organic reaction records. describe an organic reaction: reactants, conditions, products, and yield The reactants are CC1=C(C=2C(=NC=CC2)N1)C (2,3-dimethylpyrrolo[2,3-b]pyridine), BrBr (bromine), CO (methanol). Run in C(C)(=O)O (acetic acid). Yields the product COCC1=C(C=2C(=NC=CC2)N1)C (2-Methoxymethyl-3-methylpyrrolo[2,3-b]pyridine). As a reaction SMILES: [CH3:1][C:2]1[NH:10][C:5]2=[N:6][CH:7]=[CH:8][CH:9]=[C:4]2[C:3]=1[CH3:11].BrBr.[CH3:14][OH:15]>C(O)(=O)C>[CH3:14][O:15][CH2:1][C:2]1[NH:10][C:5]2=[N:6][CH:7]=[CH:8][CH:9]=[C:4]2[C:3]=1[CH3:11]. Procedure: 2,3-dimethylpyrrolo[2,3-b]pyridine 0,5 g (0.0034 mol) was treated in 7 ml acetic acid with an equimolecular amount of bromine and after 5 min a yellow precipitate was formed. The solid was filtred off and treated with 20 ml methanol. The mixture was refluxed for 30 min. and was then evaporated. The residue was partitioned between methylene chloride and bicarbonate solution. The organic layer was separated dried over Na2SO4 and evaporated. The residue was treated with boiling petroleumether (60-8... The reactants are CC=1C(C(=C(C(C1CCC)=O)C)C(CC(=O)O)(C)C)=O (3-(2,5-dimethyl-3-propyl-1,4-benzoquinonyl)-3-methylbutyric acid), ClCCN(C1=CC=C(C=C1)O)CCCl (4-[bis(2-chloroethyl)amino]phenol). Yields the product CC=1C(C(=C(C(C1CCC)=O)C)C(CC(=O)OC1=CC=C(C=C1)N(CCCl)CCCl)(C)C)=O (4-[bis(2-chloroethyl)amino]phenyl 3-(2,5-dimethyl-3-propyl-1,4-benzoquinonyl)-3-methylbutyrate). Yield: 32.0%. Reaction SMILES: [CH3:1][C:2]1[C:3](=[O:20])[C:4]([C:13]([CH3:19])([CH3:18])[CH2:14][C:15]([OH:17])=[O:16])=[C:5]([CH3:12])[C:6](=[O:11])[C:7]=1[CH2:8][CH2:9][CH3:10].[Cl:21][CH2:22][CH2:23][N:24]([CH2:32][CH2:33][Cl:34])[C:25]1[CH:30]=[CH:29][C:28](O)=[CH:27][CH:26]=1>>[CH3:1][C:2]1[C:3](=[O:20])[C:4]([C:13]([CH3:19])([CH3:18])[CH2:14][C:15]([O:17][C:28]2[CH:27]=[CH:26][C:25]([N:24]([CH2:23][CH2:22][Cl:21])[CH2:32][CH2:33][Cl:34])=[CH:30][CH:29]=2)=[O:16])=[C:5]([CH3:12])[C:6](=[O:11])[C:7]=1[CH2:8][CH2:9][CH3:10]. Reported procedure: Using an analogous procedure to that described in Example 5, 3-(2,5-dimethyl-3-propyl-1,4-benzoquinonyl)-3-methylbutyric acid was reacted with 4-[bis(2-chloroethyl)amino]phenol to give 4-[bis(2-chloroethyl)amino]phenyl 3-(2,5-dimethyl-3-propyl-1,4-benzoquinonyl)-3-methylbutyrate in 32% yield; NMR Spectrum: (CDCl3) 0.91 (t, 3H), 1.39 (m, 2H), 1.52 (s, 6H), 1.95 (s, 3H), 2.18 (s, 3H), 2.35 (t, 2H), 3.2 (s, 2H), 3.55-3.73 (m, 8H), 6.6 (d, 2H), 6.84 (d, 2H); Mass Spectrum: (M+H+) 498, 496, 494.